The task is: describe an organic reaction: reactants, conditions, products, and yield. This data is from the Open Reaction Database (ORD), a public repository of structured organic reaction records. Starting materials: O=C(OCc1cccc2c1Cc1ccccc1-2)ON1C(=O)CCC1=O, CC(C)(C)OC(=O)NCCN, O=C([O-])[O-], CC#N, [Na+], [Na+]. The product is CC(C)(C)OC(=O)NCCNC(=O)OCc1cccc2c1Cc1ccccc1-2. RXN SMILES: [C:1]([O:2][CH2:3][c:4]1[cH:5][cH:6][cH:7][c:8]2[c:16]1[CH2:15][c:14]1[c:9]-2[cH:10][cH:11][cH:12][cH:13]1)([O:17][N:19]1[C:20](=[O:21])[CH2:22][CH2:23][C:24]1=[O:25])=[O:18].[C:26]([CH3:27])([CH3:28])([CH3:29])[O:30][C:31](=[O:32])[NH:33][CH2:34][CH2:35][NH2:36].[C:40](=[O:41])([O-:42])[O-:43].[CH3:37][C:38]#[N:39].[Na+:44].[Na+:45]>>[C:1]([O:2][CH2:3][c:4]1[cH:5][cH:6][cH:7][c:8]2[c:16]1[CH2:15][c:14]1[c:9]-2[cH:10][cH:11][cH:12][cH:13]1)(=[O:17])[NH:36][CH2:35][CH2:34][NH:33][C:31]([O:30][C:26]([CH3:27])([CH3:28])[CH3:29])=[O:32]. The reactants are C(C)(C)(C)OC(=O)N(S(=O)(=O)C1=C(C=CC(=C1)C(NN1[C@@H](CC2=CC=CC=C12)C)=O)Cl)CC1=CC=C(C(=O)OCO\N=[N+](\N(CC)CC)/[O-])C=C1 (({[(1Z)-2,2-Diethyl-1-oxidohydrazono]amino}oxy)methyl 4-({(tert-butoxycarbonyl)[(2-chloro-5-{[(2R)-2-methyl-2,3-dihydro-1H-indol-1-yl]carbamoyl}phenyl)sulphonyl]amino}methyl)benzoate). Solvent: solution, Cl (HCl), O1CCOCC1 (1,4-dioxane). The product is ClC1=C(C=C(C=C1)C(NN1[C@@H](CC2=CC=CC=C12)C)=O)S(=O)(=O)NCC1=CC=C(C(=O)OCO\N=[N+](\N(CC)CC)/[O-])C=C1 (({[(1Z)-2,2-Diethyl-1-oxidohydrazono]amino}oxy)methyl 4-({[(2-chloro-5-{[(2R)-2-methyl-2,3-dihydro-1H-indol-1-yl]carbamoyl}-phenyl)sulphonyl]amino}methyl)benzoate). Reaction SMILES: C(OC([N:8]([CH2:32][C:33]1[CH:51]=[CH:50][C:36]([C:37]([O:39][CH2:40][O:41]/[N:42]=[N+:43](\[O-:49])/[N:44]([CH2:47][CH3:48])[CH2:45][CH3:46])=[O:38])=[CH:35][CH:34]=1)[S:9]([C:12]1[CH:17]=[C:16]([C:18](=[O:30])[NH:19][N:20]2[C:28]3[C:23](=[CH:24][CH:25]=[CH:26][CH:27]=3)[CH2:22][C@H:21]2[CH3:29])[CH:15]=[CH:14][C:13]=1[Cl:31])(=[O:11])=[O:10])=O)(C)(C)C>Cl.O1CCOCC1>[Cl:31][C:13]1[CH:14]=[CH:15][C:16]([C:18](=[O:30])[NH:19][N:20]2[C:28]3[C:23](=[CH:24][CH:25]=[CH:26][CH:27]=3)[CH2:22][C@H:21]2[CH3:29])=[CH:17][C:12]=1[S:9]([NH:8][CH2:32][C:33]1[CH:34]=[CH:35][C:36]([C:37]([O:39][CH2:40][O:41]/[N:42]=[N+:43](\[O-:49])/[N:44]([CH2:45][CH3:46])[CH2:47][CH3:48])=[O:38])=[CH:50][CH:51]=1)(=[O:11])=[O:10]. Procedure details: Dissolve the compound obtained in Step D (1.47×10−3 mol) in 20 ml of a 4N solution of HCl in 1,4-dioxane and place under stirring. The initially yellowish reaction mixture becomes darker and darker until it is virtually black. After stirring for 18 hours at ambient temperature, the reaction mixture is evaporated to dryness under reduced pressure. The black residue obtained is chromatographed on a silica column using as eluant a 50/50 n-heptane/ethyl acetate mixture. Starting materials: CCOC(=O)c1cnn(-c2ccc(OCC(C)(C)C)c(C#N)c2)c1, CC(=O)O, CCO, [Na+], [OH-], O. The product is CC(C)(C)COc1ccc(-n2cc(C(=O)O)cn2)cc1C#N. RXN SMILES: [C:1](#[N:2])[c:3]1[cH:4][c:5](-[n:15]2[n:16][cH:17][c:18]([C:20](=[O:21])[O:22][CH2:23][CH3:24])[cH:19]2)[cH:6][cH:7][c:8]1[O:9][CH2:10][C:11]([CH3:12])([CH3:13])[CH3:14].[CH3:28][C:29](=[O:30])[OH:31].[CH3:32][CH2:33][OH:34].[Na+:26].[OH-:25].[OH2:27]>>[C:1](#[N:2])[c:3]1[cH:4][c:5](-[n:15]2[n:16][cH:17][c:18]([C:20](=[O:21])[OH:22])[cH:19]2)[cH:6][cH:7][c:8]1[O:9][CH2:10][C:11]([CH3:12])([CH3:13])[CH3:14]. Reactants: BrCCS(=O)(=O)C1=CC=C(C#N)C=C1 (4-(2-bromoethylsulfonyl)benzonitrile), CC=1N=CNC1 (4-methylimidazole). Product: CC=1N=CN(C1)CCS(=O)(=O)C1=CC=C(C#N)C=C1 (4-(2-(4-methyl-1H-imidazole-1-yl)ethylsulfonyl)benzonitrile). RXN SMILES: Br[CH2:2][CH2:3][S:4]([C:7]1[CH:14]=[CH:13][C:10]([C:11]#[N:12])=[CH:9][CH:8]=1)(=[O:6])=[O:5].[CH3:15][C:16]1[N:17]=[CH:18][NH:19][CH:20]=1>>[CH3:15][C:16]1[N:17]=[CH:18][N:19]([CH2:2][CH2:3][S:4]([C:7]2[CH:14]=[CH:13][C:10]([C:11]#[N:12])=[CH:9][CH:8]=2)(=[O:6])=[O:5])[CH:20]=1. Reported procedure: 270 mg of 4-(2-bromoethylsulfonyl)benzonitrile was used in Procedure P with 4-methylimidazole to yield 4-(2-(4-methyl-1H-imidazole-1-yl)ethylsulfonyl)benzonitrile. 320 mg of 4-(2-(4-methyl-1H-imidazole-1-yl)ethylsulfonyl)benzonitrile was reacted via Procedure T to give 4-(2-(4-methyl-1H-imidazole-1-yl)ethylsulfonyl)benzoic acid. Reactants: C/C(=N\[Si](C)(C)C)/O[Si](C)(C)C (N,O-Bis(trimethylsilyl)acetamide), CC1(COC(OC1)(C1=CC=C(C=C1)C)CS[C@H]([C@@H](NC1=CC=C(C=C1)F)C1=CC=C(OCC(=O)OC(C)(C)C)C=C1)C(N1C(OC[C@@H]1C1=CC=CC=C1)=O)=O)C (tert-Butyl (4-{(1S,2R)-2-({[5,5-dimethyl-2-(4-methylphenyl)-1,3-dioxan-2-yl]methyl}thio)-1-[(4-fluorophenyl)amino]-3-oxo-3-[(4S)-2-oxo-4-phenyl-1,3-oxazolidin-3-yl]propyl}phenoxy)acetate), [F-].C(CCC)[N+](CCCC)(CCCC)CCCC (tetrabutylammonium fluoride). Solvent: C1(=CC=CC=C1)C (toluene). Reaction conditions: temperature 90 celsius, time 1 hour. Product: CC1(COC(OC1)(C1=CC=C(C=C1)C)CS[C@@H]1[C@H](N(C1=O)C1=CC=C(C=C1)F)C1=CC=C(OCC(=O)OC(C)(C)C)C=C1)C (tert-Butyl {4-[(2R,3R)-3-({[5,5-dimethyl-2-(4-methylphenyl)-1,3-dioxan-2-yl]methyl}thio)-1-(4-fluorophenyl)-4-oxoazetidin-2-yl]phenoxy}acetate). As a reaction SMILES: [CH3:1][C:2]1([CH3:56])[CH2:7][O:6][C:5]([CH2:15][S:16][C@@H:17]([C:42](=[O:55])N2[C@@H](C3C=CC=CC=3)COC2=O)[C@H:18]([C:27]2[CH:41]=[CH:40][C:30]([O:31][CH2:32][C:33]([O:35][C:36]([CH3:39])([CH3:38])[CH3:37])=[O:34])=[CH:29][CH:28]=2)[NH:19][C:20]2[CH:25]=[CH:24][C:23]([F:26])=[CH:22][CH:21]=2)([C:8]2[CH:13]=[CH:12][C:11]([CH3:14])=[CH:10][CH:9]=2)[O:4][CH2:3]1.C/C(/O[Si](C)(C)C)=N\[Si](C)(C)C.[F-].C([N+](CCCC)(CCCC)CCCC)CCC>C1(C)C=CC=CC=1>[CH3:56][C:2]1([CH3:1])[CH2:7][O:6][C:5]([CH2:15][S:16][C@H:17]2[C:42](=[O:55])[N:19]([C:20]3[CH:21]=[CH:22][C:23]([F:26])=[CH:24][CH:25]=3)[C@@H:18]2[C:27]2[CH:41]=[CH:40][C:30]([O:31][CH2:32][C:33]([O:35][C:36]([CH3:38])([CH3:37])[CH3:39])=[O:34])=[CH:29][CH:28]=2)([C:8]2[CH:13]=[CH:12][C:11]([CH3:14])=[CH:10][CH:9]=2)[O:4][CH2:3]1 |f:2.3|. Procedure details: tert-Butyl (4-{(1S,2R)-2-({[5,5-dimethyl-2-(4-methylphenyl)-1,3-dioxan-2-yl]methyl}thio)-1-[(4-fluorophenyl)amino]-3-oxo-3-[(4S)-2-oxo-4-phenyl-1,3-oxazolidin-3-yl]propyl}phenoxy)acetate (2.55 g, 3.25 mmol) was dissolved in dry toluene (250 ml) and heated to 90° C. under inert atmosphere. N,O-Bis(trimethylsilyl)acetamide (BSA, 2.38 ml, 9.75 mmol) was added and the mixture was stirred at 90° C. for one hour. The mixture was cooled to 45° C. and tetrabutylammonium fluoride (TBAF, 0.25 g) was added... The reactants are ClCC=Cc1ccccc1, CC(=O)O, CN(C)C=O, [H-], [Na+], O=C1NCCN1c1cccnc1. Product: O=C1N(CC=Cc2ccccc2)CCN1c1cccnc1. As a reaction SMILES: [CH2:15]([CH:16]=[CH:17][c:18]1[cH:19][cH:20][cH:21][cH:22][cH:23]1)[Cl:24].[CH3:25][C:26](=[O:27])[OH:28].[CH3:29][N:30]([CH3:31])[CH:32]=[O:33].[H-:13].[Na+:14].[n:1]1[cH:2][c:3]([N:7]2[C:8](=[O:12])[NH:9][CH2:10][CH2:11]2)[cH:4][cH:5][cH:6]1>>[n:1]1[cH:2][c:3]([N:7]2[C:8](=[O:12])[N:9]([CH2:15][CH:16]=[CH:17][c:18]3[cH:19][cH:20][cH:21][cH:22][cH:23]3)[CH2:10][CH2:11]2)[cH:4][cH:5][cH:6]1. The reactants are BrCCc1cccnc1, O=C([O-])[O-], CN(C)C=O, [K+], [K+], CC(=O)NCc1ccc2ccn(C3CCNCC3)c2c1. The product is CC(=O)NCc1ccc2ccn(C3CCN(CCc4cccnc4)CC3)c2c1. Reaction SMILES: [Br:27][CH2:28][CH2:29][c:30]1[cH:31][n:32][cH:33][cH:34][cH:35]1.[C:1](=[O:2])([O-:3])[O-:4].[CH3:36][N:37]([CH3:38])[CH:39]=[O:40].[K+:5].[K+:6].[NH:7]1[CH2:8][CH2:9][CH:10]([n:13]2[cH:14][cH:15][c:16]3[cH:17][cH:18][c:19]([CH2:22][NH:23][C:24]([CH3:25])=[O:26])[cH:20][c:21]23)[CH2:11][CH2:12]1>>[N:7]1([CH2:28][CH2:29][c:30]2[cH:31][n:32][cH:33][cH:34][cH:35]2)[CH2:8][CH2:9][CH:10]([n:13]2[cH:14][cH:15][c:16]3[cH:17][cH:18][c:19]([CH2:22][NH:23][C:24]([CH3:25])=[O:26])[cH:20][c:21]23)[CH2:11][CH2:12]1. Starting materials: CS(=O)(=O)OC1=NC(=C(C=C1)[N+](=O)[O-])NC1CCCCC1 (6-(Cyclohexylamino)-5-nitropyridin-2-yl methanesulfonate). The reagents and catalysts are [Pd] (Palladium). Run in CO (methanol). Yields the product CS(=O)(=O)OC1=NC(=C(C=C1)N)NC1CCCCC1 (5-Amino-6-(cyclohexylamino)pyridin-2-yl Methanesulfonate). RXN SMILES: [CH3:1][S:2]([O:5][C:6]1[CH:11]=[CH:10][C:9]([N+:12]([O-])=O)=[C:8]([NH:15][CH:16]2[CH2:21][CH2:20][CH2:19][CH2:18][CH2:17]2)[N:7]=1)(=[O:4])=[O:3]>CO.[Pd]>[CH3:1][S:2]([O:5][C:6]1[CH:11]=[CH:10][C:9]([NH2:12])=[C:8]([NH:15][CH:16]2[CH2:17][CH2:18][CH2:19][CH2:20][CH2:21]2)[N:7]=1)(=[O:3])=[O:4]. Reported procedure: 6-(Cyclohexylamino)-5-nitropyridin-2-yl methanesulfonate (1.58 g, 5.01 mmol) was dissolved in methanol (1000 mL). Palladium (5% Pd/C, 1.72 g, 0.075 mmol) was added. The reaction was flushed with nitrogen and stirred under a balloon filled with hydrogen over 3 h at room temperature. The mixture was filtered through Celite® and concentrated to give the title compound as a dark green solid which was used immediately in next step without further purification. Starting materials: NC1CCCc2ccccc21, O=Cc1ccc(-c2ccc(F)cc2)cc1. The product is Fc1ccc(-c2ccc(CNC3CCCc4ccccc43)cc2)cc1. Reaction SMILES: [CH:16]1([NH2:26])[CH2:17][CH2:18][CH2:19][c:20]2[cH:21][cH:22][cH:23][cH:24][c:25]21.[F:1][c:2]1[cH:3][cH:4][c:5](-[c:8]2[cH:9][cH:10][c:11]([CH:14]=[O:15])[cH:12][cH:13]2)[cH:6][cH:7]1>>[F:1][c:2]1[cH:3][cH:4][c:5](-[c:8]2[cH:9][cH:10][c:11]([CH2:14][NH:26][CH:16]3[CH2:17][CH2:18][CH2:19][c:20]4[cH:21][cH:22][cH:23][cH:24][c:25]43)[cH:12][cH:13]2)[cH:6][cH:7]1.